Dataset: the Open Reaction Database (ORD), a public repository of structured organic reaction records. Task: describe an organic reaction: reactants, conditions, products, and yield Starting materials: Cl (hydrochloric acid), FC1(OC2=C(O1)C=CC=C2[K])F (2,2-difluoro-1,3-benzodioxol-4-yl-potassium), CN(C(C)=O)OC (N-methyl-N-methoxy-acetamide), CC(C)([O-])C.[K+] (potassium tert.-butoxide), C(CCC)[Li] (n-butyllithium), FC1(OC2=C(O1)C=CC=C2)F (2,2-difluoro-1,3-benzodioxole). Run in O1CCCC1 (THF), O1CCCC1 (tetrahydrofuran), CO (methanol), O1CCCC1 (THF). Run at temperature -10 celsius, time 30 minute. The product is C(C)(=O)C1=CC=CC=2OC(OC21)(F)F (4-acetyl-2,2-difluoro-1,3-benzodioxole). As a reaction SMILES: C[C:2]([CH3:5])([O-:4])[CH3:3].[K+].[F:7][C:8]1([F:17])[O:12][C:11]2C=[CH:14][CH:15]=[CH:16][C:10]=2[O:9]1.C([Li])CCC.FC1(F)OC2C=CC=C([K])C=2O1.CN(OC)C(=O)C.Cl>O1CCCC1.CO>[C:2]([C:5]1[C:11]2[O:12][C:8]([F:17])([F:7])[O:9][C:10]=2[CH:16]=[CH:15][CH:14]=1)(=[O:4])[CH3:3] |f:0.1|. Reported procedure: 6.2 g (55 mmol) of potassium tert.-butoxide dissolved in 40 ml of tetrahydrofuran (THF) are added dropwise at -30° C. under argon, over a period of 20 minutes, to a solution of 8.0 g (50 mmol) of 2,2-difluoro-1,3-benzodioxole in 10 ml of THF in a 250 ml 3-necked flask. The mixture is then cooled to -90° C. (methanol/liquid nitrogen), and 35 ml (55 mmol) of n-butyllithium (1.58M in hexane) are added thereto over a period of 30 minutes. The deep red solution of 2,2-difluoro-1,3-benzodioxol-4-yl-po... Reactants: NC1=C(C=O)C=C(C=C1)Cl (2-amino-5-chlorobenzaldehyde), C([O-])([O-])=O.[K+].[K+] (potassium carbonate), FC(/C=C/C(=O)OCC)(F)F (ethyl 4,4,4-trifluorocrotonate). Run in CN(C=O)C (dimethyformamide). Reaction conditions: temperature 100 celsius. The product is ClC=1C=C2C=C(C(NC2=CC1)C(F)(F)F)C(=O)OCC (ethyl 6-chloro-1,2-dihydro-2-(trifluoromethyl)-3-quinolinecarboxylate). Isolated yield 55.7%. As a reaction SMILES: [NH2:1][C:2]1[CH:9]=[CH:8][C:7]([Cl:10])=[CH:6][C:3]=1[CH:4]=O.C(=O)([O-])[O-].[K+].[K+].[F:17][C:18]([F:27])([F:26])/[CH:19]=[CH:20]/[C:21]([O:23][CH2:24][CH3:25])=[O:22]>CN(C)C=O>[Cl:10][C:7]1[CH:6]=[C:3]2[C:2](=[CH:9][CH:8]=1)[NH:1][CH:19]([C:18]([F:17])([F:27])[F:26])[C:20]([C:21]([O:23][CH2:24][CH3:25])=[O:22])=[CH:4]2 |f:1.2.3|. Reported procedure: The 2-amino-5-chlorobenzaldehyde from Step 1 (15.0 g, 96 mmol), anhydrous potassium carbonate (27.6 g, 200 mmol), and ethyl 4,4,4-trifluorocrotonate (34 mL, 200 mmol) were mixed in anhydrous dimethyformamide (60 mL) and heated at 100° C. for 7 hours. The contents were allowed to cool and partitioned between ethyl acetate (200 mL) and water (200 mL). The aqueous layer was extracted with ethyl acetate (1×100 mL). The ethyl acetate extracts were combined and washed with brine (1×200 mL), dried over...